This data is from the Open Reaction Database (ORD), a public repository of structured organic reaction records. The task is: describe an organic reaction: reactants, conditions, products, and yield Yields the product C(C1=CC=CO1)NC(C1=CC=C(C=C1)CNNC)=O (4-[(2-methyl-hydrazino)-methyl]-benzoic acid furfurylamide). As a reaction SMILES: C[N:2]([C:24](OCC1C=CC=CC=1)=O)[N:3]([CH2:14][C:15]1[CH:23]=[CH:22][C:18]([C:19](Cl)=[O:20])=[CH:17][CH:16]=1)C(OCC1C=CC=CC=1)=O.[CH2:34]([NH2:40])[C:35]1[O:39][CH:38]=[CH:37][CH:36]=1.N1C=CC=CC=1.C1C=CC=CC=1>CO.[C].[Pd]>[CH2:34]([NH:40][C:19](=[O:20])[C:18]1[CH:17]=[CH:16][C:15]([CH2:14][NH:3][NH:2][CH3:24])=[CH:23][CH:22]=1)[C:35]1[O:39][CH:38]=[CH:37][CH:36]=1 |f:5.6|. Procedure details: By reaction of 23.4 g. of 4-[(2-methyl-1,2-dicarbobenzoxyhydrazino)-methyl]-benzoyl chloride with 4.85 g. of furfurylamine in a mixture of 8 ml. pyridine and 50 ml. of benzene according to the procedure of Example 4 above, followed by hydrogenolysis of the condensation product with palladium-carbon in methanol, there was obtained 4-[(2-methyl-hydrazino)-methyl]-benzoic acid furfurylamide, the oxalate of which melted at 170°-171° (dec.). Solvent: CO (methanol). Reagents/catalysts: [C].[Pd] (palladium-carbon). The reactants are CN(N(C(=O)OCC1=CC=CC=C1)CC1=CC=C(C(=O)Cl)C=C1)C(=O)OCC1=CC=CC=C1 (4-[(2-methyl-1,2-dicarbobenzoxyhydrazino)-methyl]-benzoyl chloride), C1=CC=CC=C1 (benzene), C(C1=CC=CO1)N (furfurylamine), N1=CC=CC=C1 (pyridine). Starting materials: [H-].[Na+] (NaH), CC(C)(C)[Si](OC[C@H](COCC1=CC=CC=C1)NC1=NC(=CC=C1NCC(=O)OCC)OC)(C)C (ethyl N-[2-[((1S)-2-{[(1,1-dimethylethyl)(dimethyl)silyl]oxy}-1-{[(phenylmethyl)oxy]methyl}ethyl)amino]-6-(methyloxy)-3-pyridinyl]glycinate). Solvent: C1CCOC1 (THF). Conditions: time 30 minute. Yields the product CC(C)(C)[Si](OC[C@H](COCC1=CC=CC=C1)N1C2=C(NCC1=O)C=CC(=N2)OC)(C)C (4-((1S)-2-{[(1,1-dimethylethyl)(dimethyl)silyl]oxy}-1-{[(phenylmethyl)oxy]methyl}ethyl)-6-(methyloxy)-1,4-dihydropyrido[2,3-b]pyrazin-3(2H)-one). Yield: 90.9%. As a reaction SMILES: [H-].[Na+].[CH3:3][C:4]([Si:7]([CH3:37])([CH3:36])[O:8][CH2:9][C@@H:10]([NH:20][C:21]1[C:26]([NH:27][CH2:28][C:29](OCC)=[O:30])=[CH:25][CH:24]=[C:23]([O:34][CH3:35])[N:22]=1)[CH2:11][O:12][CH2:13][C:14]1[CH:19]=[CH:18][CH:17]=[CH:16][CH:15]=1)([CH3:6])[CH3:5]>C1COCC1>[CH3:3][C:4]([Si:7]([CH3:36])([CH3:37])[O:8][CH2:9][C@@H:10]([N:20]1[C:29](=[O:30])[CH2:28][NH:27][C:26]2[CH:25]=[CH:24][C:23]([O:34][CH3:35])=[N:22][C:21]1=2)[CH2:11][O:12][CH2:13][C:14]1[CH:19]=[CH:18][CH:17]=[CH:16][CH:15]=1)([CH3:6])[CH3:5] |f:0.1|. Procedure details: To a solution of NaH (50.5 g, 57-63% dispersion in mineral oil, 1.26 mol) in THF (8.5 L) was added ethyl N-[2-[((1S)-2-{[(1,1-dimethylethyl)(dimethyl)silyl]oxy}-1-{[(phenylmethyl)oxy]methyl}ethyl)amino]-6-(methyloxy)-3-pyridinyl]glycinate (577.8 g, 1.147 mol) at −5° C. When the addition was complete the mixture was warmed to room temperature and stirred for 30 min. The reaction was quenched by the addition of saturated aqueous NH4Cl (610 ml) and the mixture was stirred for 10 min. Na2SO4 (1 kg) ... The reactants are [BH4-].[Na+] (sodium borohydride), C(C1=CC=CC=C1)=O (benzaldehyde), NCCN (1,4-diazabutane). Run in CO (methanol), CO (methanol), ClCCl (dichloromethane). Conditions: temperature 0 celsius, time 12 hour. Yields the product C(C1=CC=CC=C1)NCCN (1-Benzyl-1,4-diazabutane). Reaction SMILES: [NH2:1][CH2:2][CH2:3][NH2:4].[CH:5](=O)[C:6]1[CH:11]=[CH:10][CH:9]=[CH:8][CH:7]=1.[BH4-].[Na+]>CO.ClCCl>[CH2:5]([NH:1][CH2:2][CH2:3][NH2:4])[C:6]1[CH:11]=[CH:10][CH:9]=[CH:8][CH:7]=1 |f:2.3|. Procedure: 60.0 g (998 mmol) of 1,4-diazabutane is dissolved in 750 ml of absolute methanol and cooled to 0° C. At this temperature, the drop-by-drop addition of 20.0 g (188 mmol) of benzaldehyde, dissolved in 100 ml of absolute methanol, is carried out. After a reaction time of 2 hours at 0° C., the addition in portions of a total of 7.13 g (188 mmol) of sodium borohydride is carried out. After 12 hours at 25° C., the reaction solution is suctioned off on diatomaceous earth, and the solvent is drawn off i... The reactants are TiCl3, C(C)C(C=O)(C=CCC)CSC1=C(C=CC=C1)C=O (2-Ethyl-2-((2-formylphenyl)thiomethyl)hexenal), C(Cl)Cl (methylene chloride), Cl (HCl). The reagents and catalysts are [Zn] (zinc). The solvent is COCCOC (DME), COCCOC (DME). Reaction conditions: time 2 hour. Product: C(CCC)C1(CSC2=C(C=C1)C=CC=C2)CC (3-Butyl-3-ethyl-2,3-dihydrobenzothiepine). The yield is 141.6%. RXN SMILES: [CH2:1]([C:3]([CH2:10][S:11][C:12]1[CH:17]=[CH:16][CH:15]=[CH:14][C:13]=1[CH:18]=O)([CH:6]=[CH:7][CH2:8][CH3:9])[CH:4]=O)[CH3:2].Cl.C(Cl)Cl>COCCOC.[Zn]>[CH2:6]([C:3]1([CH2:1][CH3:2])[CH:4]=[CH:18][C:13]2[CH:14]=[CH:15][CH:16]=[CH:17][C:12]=2[S:11][CH2:10]1)[CH2:7][CH2:8][CH3:9]. Procedure details: A mixture of 2.6 g (0.04 mole) of zinc dust, 7.2 g (0.047 mole) of TiCl3, and 50 mL of DME was held at reflux for 2 h and cooled to room temperature. To this mixture was added 2.4 g (8.6 mmole) of 17 in 20 mL of DME in 10 min. The reaction mixture was stirred at room temperature for 2 h and held at reflux for 1 h then was let standing at room temperature over weekend. The reaction mixture was poured into dilute HCl and was stirred with methylene chloride. The methylene chloride-water mixture was... Reactants: C1CCOC1, C(=NC1CCCCC1)=NC1CCCCC1, Cl, OC1CN2CCC1CC2, On1nnc2ccccc21, O=C(O)C(Nc1ccccc1)c1cccs1. Product: Cl, O=C(OC1CN2CCC1CC2)C(Nc1ccccc1)c1cccs1. As a reaction SMILES: [CH2:52]1[O:53][CH2:54][CH2:55][CH2:56]1.[CH:18]1([N:19]=[C:20]=[N:21][CH:22]2[CH2:23][CH2:24][CH2:25][CH2:26][CH2:27]2)[CH2:28][CH2:29][CH2:30][CH2:31][CH2:32]1.[ClH:1].[N:43]12[CH2:44][CH:45]([OH:51])[CH:46]([CH2:47][CH2:48]1)[CH2:49][CH2:50]2.[OH:33][n:34]1[c:35]2[c:36]([cH:37][cH:38][cH:39][cH:40]2)[n:41][n:42]1.[c:2]1([NH:8][CH:9]([C:10](=[O:11])[OH:12])[c:13]2[s:14][cH:15][cH:16][cH:17]2)[cH:3][cH:4][cH:5][cH:6][cH:7]1>>[ClH:1].[c:2]1([NH:8][CH:9]([C:10]([O:11][CH:45]2[CH2:44][N:43]3[CH2:48][CH2:47][CH:46]2[CH2:49][CH2:50]3)=[O:12])[c:13]2[s:14][cH:15][cH:16][cH:17]2)[cH:3][cH:4][cH:5][cH:6][cH:7]1. Starting materials: CC1=C(C2=C(S1)C=C(C=C2)O)C2=CC=C(C=C2)C(F)(F)F (2-Methyl-3-(4-trifluoromethyl-phenyl)-benzo[b]thiophen-6-ol), BrCCCCBr (1,4-dibromobutane). The product is BrCCCCOC=1C=CC2=C(SC(=C2C2=CC=C(C=C2)C(F)(F)F)C)C1 (6-(4-Bromo-butoxy)-2-methyl-3-(4-trifluoromethyl-phenyl)-benzo[b]thiophene). As a reaction SMILES: [CH3:1][C:2]1[S:6][C:5]2[CH:7]=[C:8]([OH:11])[CH:9]=[CH:10][C:4]=2[C:3]=1[C:12]1[CH:17]=[CH:16][C:15]([C:18]([F:21])([F:20])[F:19])=[CH:14][CH:13]=1.[Br:22][CH2:23][CH2:24][CH2:25][CH2:26]Br>>[Br:22][CH2:23][CH2:24][CH2:25][CH2:26][O:11][C:8]1[CH:9]=[CH:10][C:4]2[C:3]([C:12]3[CH:13]=[CH:14][C:15]([C:18]([F:21])([F:19])[F:20])=[CH:16][CH:17]=3)=[C:2]([CH3:1])[S:6][C:5]=2[CH:7]=1. Procedure: In analogy to example 27.1, 2-Methyl-3-(4-trifluoromethyl-phenyl)-benzo[b]thiophen-6-ol and 1,4-dibromobutane were converted to yield 6-(4-Bromo-butoxy)-2-methyl-3-(4-trifluoromethyl-phenyl)-benzo[b]thiophene as colorless oil, MS: 443 (MH+, 1Br).